Dataset: the Open Reaction Database (ORD), a public repository of structured organic reaction records. Task: describe an organic reaction: reactants, conditions, products, and yield Product: C#CCCc1nc2ccccc2n1Cc1ccc(-c2ccccc2C(=O)O)cc1. As a reaction SMILES: [CH2:41]([Cl:42])[Cl:43].[CH:1]#[C:2][CH2:3][CH2:4][c:5]1[n:6][c:7]2[c:8]([n:9]1[CH2:10][c:11]1[cH:12][cH:13][c:14](-[c:17]3[c:18]([C:23](=[O:24])[O:25][C:26]([CH3:27])([CH3:28])[CH3:29])[cH:19][cH:20][cH:21][cH:22]3)[cH:15][cH:16]1)[cH:30][cH:31][cH:32][cH:33]2.[OH:34][C:35]([C:36]([F:37])([F:38])[F:39])=[O:40]>>[CH:1]#[C:2][CH2:3][CH2:4][c:5]1[n:6][c:7]2[c:8]([n:9]1[CH2:10][c:11]1[cH:12][cH:13][c:14](-[c:17]3[c:18]([C:23](=[O:24])[OH:25])[cH:19][cH:20][cH:21][cH:22]3)[cH:15][cH:16]1)[cH:30][cH:31][cH:32][cH:33]2. The reactants are ClCCl, C#CCCc1nc2ccccc2n1Cc1ccc(-c2ccccc2C(=O)OC(C)(C)C)cc1, O=C(O)C(F)(F)F. Starting materials: CC=1NC=CN1 (2-methylimidazole), ClC=1N=C(C2=C(N1)SC(=C2)Cl)NCC2=CC1=C(C=C2)OCCO1 (2,6-dichloro-4-(3,4-ethylendioxybenzylamino)-thieno-[2,3-d]-pyrimidine). Yields the product CC=1N(C=CN1)C=1N=C(C2=C(N1)SC(=C2)Cl)NCC2=CC1=C(C=C2)OCCO1 (2-(2-methylimidazol-1-yl)-6-chloro-4-(3,4-ethylendioxybenzylamino)-thieno-[2,3-d]-pyrimidine). As a reaction SMILES: [CH3:1][C:2]1[NH:3][CH:4]=[CH:5][N:6]=1.Cl[C:8]1[N:9]=[C:10]([NH:18][CH2:19][C:20]2[CH:25]=[CH:24][C:23]3[O:26][CH2:27][CH2:28][O:29][C:22]=3[CH:21]=2)[C:11]2[CH:16]=[C:15]([Cl:17])[S:14][C:12]=2[N:13]=1>>[CH3:1][C:2]1[N:3]([C:8]2[N:9]=[C:10]([NH:18][CH2:19][C:20]3[CH:25]=[CH:24][C:23]4[O:26][CH2:27][CH2:28][O:29][C:22]=4[CH:21]=3)[C:11]3[CH:16]=[C:15]([Cl:17])[S:14][C:12]=3[N:13]=2)[CH:4]=[CH:5][N:6]=1. Procedure details: Following the procedure of Example 97, the reaction of 2-methylimidazole with 2,6-dichloro-4-(3,4-ethylendioxybenzylamino)-thieno-[2,3-d]-pyrimidine gives 2-(2-methylimidazol-1-yl)-6-chloro-4-(3,4-ethylendioxybenzylamino)-thieno-[2,3-d]-pyrimidine. The reactants are C1(C=2C(C(N1)=O)=CC=CC2)=O.[K] (Potassium phthalimide), ClCC1=NC=CC(=C1)C=1N=C(SC1)N=C(N)N (4-(2-chloromethylpyridin-4-yl)-2-(diaminomethyleneamino)thiazole), CN(C=O)C (N,N-dimethylformamide). Run at time 14 hour. The product is C(C)(C)OC(C)C (diisopropyl ether), NC(N)=NC=1SC=C(N1)C1=CC(=NC=C1)CN1C(C=2C(C1=O)=CC=CC2)=O (2-(diaminomethyleneamino)-4-(2-phthalimidomethylpyridin-4-yl)thiazole). As a reaction SMILES: [C:1]1(=[O:11])[NH:5][C:4](=[O:6])[C:3]2=[CH:7][CH:8]=[CH:9][CH:10]=[C:2]12.[K].Cl[CH2:14][C:15]1[CH:20]=[C:19]([C:21]2[N:22]=[C:23]([N:26]=[C:27]([NH2:29])[NH2:28])[S:24][CH:25]=2)[CH:18]=[CH:17][N:16]=1.CN(C)C=[O:33]>>[CH:15]([O:33][CH:9]([CH3:8])[CH3:10])([CH3:20])[CH3:14].[NH2:28][C:27](=[N:26][C:23]1[S:24][CH:25]=[C:21]([C:19]2[CH:18]=[CH:17][N:16]=[C:15]([CH2:14][N:5]3[C:1](=[O:11])[C:2]4=[CH:10][CH:9]=[CH:8][CH:7]=[C:3]4[C:4]3=[O:6])[CH:20]=2)[N:22]=1)[NH2:29] |f:0.1,^1:11|. Procedure: Potassium phthalimide (1.65 g) was added to a solution of 4-(2-chloromethylpyridin-4-yl)-2-(diaminomethyleneamino)thiazole (2.39 g) in N,N-dimethylformamide (25 ml). After stirring for 14 hours, the solvent was evaporated in vacuo and the residue was mixed with water. The resulting precipitate was collected by filtration and washed with ethanol and then diisopropyl ether to give 2-(diaminomethyleneamino)-4-(2-phthalimidomethylpyridin-4-yl)thiazole (2.68 g). Reactants: ClC(Cl)(Cl)Cl, Cc1cccc2c1OCO2, ClP(Cl)(Cl)(Cl)Cl, Cl, Cl. Yields the product Cc1cccc2c1OC(Cl)(Cl)O2. As a reaction SMILES: [C:19]([Cl:20])([Cl:21])([Cl:22])[Cl:23].[CH3:1][c:2]1[cH:3][cH:4][cH:5][c:6]2[c:10]1[O:9][CH2:8][O:7]2.[Cl:11][P:12]([Cl:13])([Cl:14])([Cl:15])[Cl:16].[Cl:18].[ClH:17]>>[CH3:1][c:2]1[cH:3][cH:4][cH:5][c:6]2[c:10]1[O:9][C:8]([Cl:11])([Cl:17])[O:7]2. Reactants: ClC(Cl)(Cl)Br, Cc1cc(C)nc(N)c1, C1CCOC1, O=C(O)Cc1cccs1, c1ccc(P(c2ccccc2)c2ccccc2)cc1. The product is Cc1cc(C)nc(NC(=O)Cc2cccs2)c1. Reaction SMILES: [Cl:20][C:21]([Cl:22])([Cl:23])[Br:24].[NH2:34][c:35]1[n:36][c:37]([CH3:42])[cH:38][c:39]([CH3:41])[cH:40]1.[O:43]1[CH2:44][CH2:45][CH2:46][CH2:47]1.[OH:25][C:26](=[O:27])[CH2:28][c:29]1[cH:30][cH:31][cH:32][s:33]1.[c:1]1([P:2]([c:3]2[cH:4][cH:5][cH:6][cH:7][cH:8]2)[c:9]2[cH:10][cH:11][cH:12][cH:13][cH:14]2)[cH:15][cH:16][cH:17][cH:18][cH:19]1>>[C:26](=[O:27])([CH2:28][c:29]1[cH:30][cH:31][cH:32][s:33]1)[NH:34][c:35]1[n:36][c:37]([CH3:42])[cH:38][c:39]([CH3:41])[cH:40]1. Starting materials: CCOCC, [Cl-], [Cl-], [Mg+]Cc1ccc(Cl)cc1Cl, CCOC(=O)CF, [NH4+]. As a reaction SMILES: [CH3:19][CH2:20][O:21][CH2:22][CH3:23].[Cl-:24].[Cl-:8].[Cl:9][c:10]1[c:11]([CH2:12][Mg+:13])[cH:14][cH:15][c:16]([Cl:18])[cH:17]1.[F:1][CH2:2][C:3]([O:5][CH2:4][CH3:6])=[O:7].[NH4+:25]>>[F:1][CH2:2][C:3](=[O:5])[CH2:12][c:11]1[c:10]([Cl:9])[cH:17][c:16]([Cl:18])[cH:15][cH:14]1. Product: O=C(CF)Cc1ccc(Cl)cc1Cl.